Dataset: the Open Reaction Database (ORD), a public repository of structured organic reaction records. Task: describe an organic reaction: reactants, conditions, products, and yield Starting materials: C(=O)(C(F)(F)F)O (TFA), C1(CC1)C1=NOC(=N1)C=1N=CN2C3=C(C(N(CC12)CC1=C(C=C(C=C1)OC)OC)=O)C=C(C=C3)OC (3-(3-Cyclopropyl-[1,2,4]oxadiazol-5-yl)-5-(2,4-dimethoxy-benzyl)-8-methoxy-4,5-dihydro-2,5,10b-triaza-benzo[e]azulen-6-one), FC(S(=O)(=O)O)(F)F (trifluoromethanesulfonic acid). Solvent: C(Cl)Cl (CH2Cl2). Conditions: temperature 0 celsius, time 4 hour. Yields the product C1(CC1)C1=NOC(=N1)C=1N=CN2C3=C(C(NCC12)=O)C=C(C=C3)OC (3-(3-Cyclopropyl-[1,2,4]oxadiazol-5-yl)-8-methoxy-4,5-dihydro-2,5,10b-triaza-benzo[e]azulen-6-one). As a reaction SMILES: [CH:1]1([C:4]2[N:8]=[C:7]([C:9]3[N:10]=[CH:11][N:12]4[C:18]=3[CH2:17][N:16](CC3C=CC(OC)=CC=3OC)[C:15](=[O:30])[C:14]3[CH:31]=[C:32]([O:35][CH3:36])[CH:33]=[CH:34][C:13]4=3)[O:6][N:5]=2)[CH2:3][CH2:2]1.C(O)(C(F)(F)F)=O.FC(F)(F)S(O)(=O)=O>C(Cl)Cl>[CH:1]1([C:4]2[N:8]=[C:7]([C:9]3[N:10]=[CH:11][N:12]4[C:18]=3[CH2:17][NH:16][C:15](=[O:30])[C:14]3[CH:31]=[C:32]([O:35][CH3:36])[CH:33]=[CH:34][C:13]4=3)[O:6][N:5]=2)[CH2:3][CH2:2]1. Procedure details: 3-(3-Cyclopropyl-[1,2,4]oxadiazol-5-yl)-5-(2,4-dimethoxy-benzyl)-8-methoxy-4,5-dihydro-2,5,10b-triaza-benzo[e]azulen-6-one (5 g, 10.3 mmol) were dissolved in CH2Cl2 (30 mL), cooled to 0° C., then TFA (30 mL) was added, followed by trifluoromethanesulfonic acid (2 mL, 22.9 mmol). The mixture was stirred for 4 h at rt, evaporated, the residue dissolved in CH2Cl2 (100 mL), and extracted with 10% NaHCO3. The product precipitated upon evaporation of CH2Cl2. Yield: 3 g (86%); mp 245° C. m/z 337 (M). Starting materials: C(C1=CC=CC=C1)(=O)Cl (benzoyl chloride), COC1=C(CN)C=CC=C1 (o-methoxybenzylamine), C([O-])([O-])=O.[Na+].[Na+] (sodium carbonate). The solvent is C1(=CC=CC=C1)C (toluene), CCCCCC.C(C)(=O)OCC (hexane ethyl acetate), O (water), ClCCl (dichloromethane), C1(=CC=CC=C1)C (toluene), O (water), O (water), C1(=CC=CC=C1)C (toluene). Run at temperature 9 celsius. The product is C(C1=CC=CC=C1)(=O)NCC1=C(C=CC=C1)OC (N-benzoyl-2-methoxybenzylamine), crystals. The yield is 91.2%. RXN SMILES: C(=O)([O-])[O-].[Na+].[Na+].[CH3:7][O:8][C:9]1[CH:16]=[CH:15][CH:14]=[CH:13][C:10]=1[CH2:11][NH2:12].[C:17](Cl)(=[O:24])[C:18]1[CH:23]=[CH:22][CH:21]=[CH:20][CH:19]=1>O.ClCCl.C1(C)C=CC=CC=1.CCCCCC.C(OCC)(=O)C>[C:17]([NH:12][CH2:11][C:10]1[CH:13]=[CH:14][CH:15]=[CH:16][C:9]=1[O:8][CH3:7])(=[O:24])[C:18]1[CH:23]=[CH:22][CH:21]=[CH:20][CH:19]=1 |f:0.1.2,8.9|. Procedure: To a solution of sodium carbonate (232 g, 2.19 mol) in water (750 mL) were added toluene (750 mL) and water (750 mL), the mixture was cooled to 9° C., and o-methoxybenzylamine (300 g, 2.19 mol) was added thereto. To the mixture was added dropwise benzoyl chloride (307 g, 2.19 mol) with stirring at 3-8° C. During addition dropwise, toluene (750 mL) was added thereto to stir the mixture. The reaction mixture was allowed to warm to room temperature, and stirred for 20 min. The reaction was monitore... Starting materials: COC=1C=C2C(=CNC2=CC1)CC(=O)O ((5-methoxy-1H-indol-3-yl)-acetic acid), C1(=CC=CC=C1)S(=O)(=O)Cl (benzene sulfonyl chloride). Yields the product C1(=CC=CC=C1)S(=O)(=O)N1C=C(C2=CC(=CC=C12)OC)CC(=O)O ((1-Benzenesulfonyl-5-methoxy-1H-indol-3-yl)-acetic acid). As a reaction SMILES: [CH3:1][O:2][C:3]1[CH:4]=[C:5]2[C:9](=[CH:10][CH:11]=1)[NH:8][CH:7]=[C:6]2[CH2:12][C:13]([OH:15])=[O:14].[C:16]1([S:22](Cl)(=[O:24])=[O:23])[CH:21]=[CH:20][CH:19]=[CH:18][CH:17]=1>>[C:16]1([S:22]([N:8]2[C:9]3[C:5](=[CH:4][C:3]([O:2][CH3:1])=[CH:11][CH:10]=3)[C:6]([CH2:12][C:13]([OH:15])=[O:14])=[CH:7]2)(=[O:24])=[O:23])[CH:21]=[CH:20][CH:19]=[CH:18][CH:17]=1. Procedure details: (1-Benzenesulfonyl-5-methoxy-1H-indol-3-yl)-acetic acid 100 was prepared from commercially available (5-methoxy-1H-indol-3-yl)-acetic acid and benzene sulfonyl chloride using the protocol as described in step 8, example 4. (M−1=344.4) The reactants are FC(C(=O)O)(F)F.C(C1=CC=CC=C1)OC(C[C@H](C(=O)N[C@@H](C(C)(C)C)C(NC)=O)N)=O (3(R)-amino-N-(2,2-dimethyl-1(S)-(methylcarbamoyl)propyl)succinamic acid benzyl ester trifluroacetate salt), FC(C(=O)O)(F)F.C(C1=CC=CC=C1)OC(C[C@H](C(=O)N[C@H](CO)CC1=CC=CC=C1)N)=O (3(R)-amino-N-(1(S)-benzyl-2-hydroxyethyl)succinamic acid benzyl ester trifluoroacetate salt), COC1OC(CC1C1=CC=C(C=C1)C1=CC=C(C=C1)C#N)OC (4′-(2,5-dimethoxy-tetrahydrofuran-3-yl)-biphenyl-4-carbonitrile). Solvent: ClCCCl (1,2-dichloroethane). Reaction conditions: temperature 87.5 celsius. Yields the product C(C1=CC=CC=C1)OC(C[C@H](C(=O)N[C@H](CO)CC1=CC=CC=C1)N1C=C(C=C1)C1=CC=C(C=C1)C1=CC=C(C=C1)C#N)=O (N-(1(S)-benzyl-2-hydroxyethyl)-3(R)-[3-(4′-cyanobiphenyl4-yl)-1H-pyrrol-1-yl]succinamic acid benzyl ester). Isolated yield 39.1%. As a reaction SMILES: FC(F)(F)C(O)=O.C(OC(=O)C[C@@H](N)C(N[C@H](C(=O)NC)C(C)(C)C)=O)C1C=CC=CC=1.FC(F)(F)C(O)=O.[CH2:40]([O:47][C:48](=[O:65])[CH2:49][C@@H:50]([NH2:64])[C:51]([NH:53][C@@H:54]([CH2:57][C:58]1[CH:63]=[CH:62][CH:61]=[CH:60][CH:59]=1)[CH2:55][OH:56])=[O:52])[C:41]1[CH:46]=[CH:45][CH:44]=[CH:43][CH:42]=1.CO[CH:68]1[CH:72]([C:73]2[CH:78]=[CH:77][C:76]([C:79]3[CH:84]=[CH:83][C:82]([C:85]#[N:86])=[CH:81][CH:80]=3)=[CH:75][CH:74]=2)[CH2:71][CH:70](OC)O1>ClCCCl>[CH2:40]([O:47][C:48](=[O:65])[CH2:49][C@@H:50]([N:64]1[CH:70]=[CH:71][C:72]([C:73]2[CH:78]=[CH:77][C:76]([C:79]3[CH:80]=[CH:81][C:82]([C:85]#[N:86])=[CH:83][CH:84]=3)=[CH:75][CH:74]=2)=[CH:68]1)[C:51]([NH:53][C@@H:54]([CH2:57][C:58]1[CH:63]=[CH:62][CH:61]=[CH:60][CH:59]=1)[CH2:55][OH:56])=[O:52])[C:41]1[CH:42]=[CH:43][CH:44]=[CH:45][CH:46]=1 |f:0.1,2.3|. Reported procedure: As described in Example 1(b) for the preparation of 3(R)-amino-N-(2,2-dimethyl-1(S)-(methylcarbamoyl)propyl)succinamic acid benzyl ester trifluroacetate salt, crude 3(R)-amino-N-(1(S)-benzyl-2-hydroxyethyl)succinamic acid benzyl ester trifluoroacetate salt (prepared as described in Example 1(a); 0.876 mmol) was condensed with 4′-(2,5-dimethoxy-tetrahydrofuran-3-yl)-biphenyl-4-carbonitrile (326 mg, 1.05 mmol) in 1,2-dichloroethane (5 mL). The solution was heated at 85-90° C. for 5 hours, allowed ...